This data is from the Open Reaction Database (ORD), a public repository of structured organic reaction records. The task is: describe an organic reaction: reactants, conditions, products, and yield Starting materials: ClC(=O)OC(C)Cl (1-chloroethyl chloroformate), C(=O)(OC(C)(C)C)OC(=O)[O-] (tert-butyl dicarbonate), C(C1=CC=CC=C1)N1CCC(=CC1)C(=O)OC (methyl 1-benzyl-1,2,3,6-tetrahydro-4-pyridinecarboxylate), CO (methanol). The solvent is ClCCl (dichloromethane), C(C)N(CC)CC (triethylamine). Reaction conditions: temperature 70 celsius, time 20 minute. The product is C(C)(C)(C)OC(=O)N1CCC(=CC1)C(=O)OC (Methyl 1-(tert-butoxycarbonyl)-1,2,3,6-tetrahydro-4-pyridinecarboxylate). Isolated yield 92.5%. Reaction SMILES: C([N:8]1[CH2:13][CH:12]=[C:11]([C:14]([O:16][CH3:17])=[O:15])[CH2:10][CH2:9]1)C1C=CC=CC=1.ClC(OC(Cl)C)=O.CO.[C:27]([O:34]C([O-])=O)([O:29][C:30]([CH3:33])([CH3:32])[CH3:31])=O>ClCCl.C(N(CC)CC)C>[C:30]([O:29][C:27]([N:8]1[CH2:9][CH:10]=[C:11]([C:14]([O:16][CH3:17])=[O:15])[CH2:12][CH2:13]1)=[O:34])([CH3:31])([CH3:32])[CH3:33]. Reported procedure: 4.62 g of methyl 1-benzyl-1,2,3,6-tetrahydro-4-pyridinecarboxylate was dissolved in 30 ml of dichloromethane. Under ice-cooling, 4.29 g of 1-chloroethyl chloroformate was added thereto and the resulting mixture was heated under reflux for 2 hours. After adding 50 ml of methanol, the mixture was stirred at 70° C. for 1 hour and 20 minutes. Then triethylamine was added to the reaction mixture under ice-cooling until the pH value of the mixture exceeded 7. After further adding 4.37 g of tert-butyl ... Reactants: Example 1 ( b ), carboxylic acid, OC(CC(=O)OCC)(C=CCCC1=C(C=CC=C1)OCC1=CC=CC=C1)C (ethyl 3-hydroxy-3-methyl-7-(o-benzyloxyphenyl)-4-heptenoate), BrBr (bromine), C(O)([O-])=O.[Na+] (sodium hydrogen carbonate). The solvent is CO (methanol). Yields the product OC1(CC(=O)OC(C1Br)CCC1=C(C=CC=C1)OCC1=CC=CC=C1)C (3-Hydroxy-3-methyl-4-bromo-7-(o-benzyloxyphenyl)-5-heptanolide). As a reaction SMILES: [OH:1][C:2]([CH3:27])([CH:9]=[CH:10][CH2:11][CH2:12][C:13]1[CH:18]=[CH:17][CH:16]=[CH:15][C:14]=1[O:19][CH2:20][C:21]1[CH:26]=[CH:25][CH:24]=[CH:23][CH:22]=1)[CH2:3][C:4]([O:6]CC)=[O:5].[Br:28]Br.C(=O)([O-])O.[Na+]>CO>[OH:1][C:2]1([CH3:27])[CH:9]([Br:28])[CH:10]([CH2:11][CH2:12][C:13]2[CH:18]=[CH:17][CH:16]=[CH:15][C:14]=2[O:19][CH2:20][C:21]2[CH:26]=[CH:25][CH:24]=[CH:23][CH:22]=2)[O:6][C:4](=[O:5])[CH2:3]1 |f:2.3|. Reported procedure: The carboxylic acid (2.15 g) prepared by hydrolyzing ethyl 3-hydroxy-3-methyl-7-(o-benzyloxyphenyl)-4-heptenoate was treated with 1.6 g of bromine in an aqueous methanol solution of sodium hydrogen carbonate and the reaction mixture was worked up according to the method described in Example 1 (b). The product was recrystallized from ether to give 2.3 g of the desired compound melting at 122°-125° C. Reactants: O1COC2=C1C=CC(=C2)C=2C[C@@H]1N(C(C3=C(N(C1=O)COCC[Si](C)(C)C)C=C(C(=C3)OC)OCCCOC=3C(=CC1=C(N(C([C@H]4N(C1=O)C=C(C4)/C=C/CNC(OCC4C1=CC=CC=C1C=1C=CC=CC41)=O)=O)COCC[Si](C)(C)C)C3)OC)=O)C2 ((9H-fluoren-9-yl)methyl(E)-3-((S)-8-(3-((S)-2-(benzo[d][1,3]dioxol-5-yl)-7-methoxy-5,11-dioxo-10-((2-(trimethylsilyl)ethoxy)methyl)-5,10,11,11a-tetrahydro-1H-benzo[e]pyrrolo[1,2-a][1,4]diazepin-8-yloxy)propoxy)-7-methoxy-5,11-dioxo-10-((2-(trimethylsilyl)ethoxy)methyl)-5,10,11,11a-tetrahydro-1H-benzo[e]pyrrolo[1,2-a][1,4]diazepin-2-yl)allylcarbamate), [Li+].[B-](CC)(CC)CC (Super hydride). The solvent is C1CCOC1 (THF). Reaction conditions: temperature -78 celsius, time 5 day. The product is O1COC2=C1C=CC(=C2)C=2C[C@@H]1N(C(C3=C(N=C1)C=C(C(=C3)OC)OCCCOC=3C(=CC1=C(N=C[C@H]4N(C1=O)C=C(C4)/C=C/CNC(OCC4C1=CC=CC=C1C=1C=CC=CC41)=O)C3)OC)=O)C2 ((9H-fluoren-9-yl)methyl(E)-3-((S)-8-(3-((S)-2-(benzo[d][1,3]dioxol-5-yl)-7-methoxy-5-oxo-5,11a-dihydro-1H-benzo[e]pyrrolo[1,2-a][1,4]diazepin-8-yloxy)propoxy)-7-methoxy-5-oxo-5,11a-dihydro-1H-benzo[e]pyrrolo[1,2-a][1,4]diazepin-2-yl)allylcarbamate). Yield: 78.5%. RXN SMILES: [O:1]1[C:5]2[CH:6]=[CH:7][C:8]([C:10]3[CH2:11][C@H:12]4[C:18](=O)[N:17](COCC[Si](C)(C)C)[C:16]5[CH:28]=[C:29]([O:34][CH2:35][CH2:36][CH2:37][O:38][C:39]6[C:40]([O:84][CH3:85])=[CH:41][C:42]7[C:48](=[O:49])[N:47]8[CH:50]=[C:51](/[CH:53]=[CH:54]/[CH2:55][NH:56][C:57](=[O:73])[O:58][CH2:59][CH:60]9[C:72]%10[CH:71]=[CH:70][CH:69]=[CH:68][C:67]=%10[C:66]%10[C:61]9=[CH:62][CH:63]=[CH:64][CH:65]=%10)[CH2:52][C@H:46]8[C:45](=O)[N:44](COCC[Si](C)(C)C)[C:43]=7[CH:83]=6)[C:30]([O:32][CH3:33])=[CH:31][C:15]=5[C:14](=[O:86])[N:13]4[CH:87]=3)=[CH:9][C:4]=2[O:3][CH2:2]1.[Li+].[B-](CC)(CC)CC>C1COCC1>[O:1]1[C:5]2[CH:6]=[CH:7][C:8]([C:10]3[CH2:11][C@H:12]4[CH:18]=[N:17][C:16]5[CH:28]=[C:29]([O:34][CH2:35][CH2:36][CH2:37][O:38][C:39]6[C:40]([O:84][CH3:85])=[CH:41][C:42]7[C:48](=[O:49])[N:47]8[CH:50]=[C:51](/[CH:53]=[CH:54]/[CH2:55][NH:56][C:57](=[O:73])[O:58][CH2:59][CH:60]9[C:61]%10[CH:62]=[CH:63][CH:64]=[CH:65][C:66]=%10[C:67]%10[C:72]9=[CH:71][CH:70]=[CH:69][CH:68]=%10)[CH2:52][C@H:46]8[CH:45]=[N:44][C:43]=7[CH:83]=6)[C:30]([O:32][CH3:33])=[CH:31][C:15]=5[C:14](=[O:86])[N:13]4[CH:87]=3)=[CH:9][C:4]=2[O:3][CH2:2]1 |f:1.2,^1:88|. Reported procedure: SEM dilactam 14d (0.223 g, 0.183 mmol, 1.0 eq.) was solubilised in THF (10 mL) and cooled to −78° C. under a nitrogen atmosphere. Super hydride solution (0.373 mL, 0.373 mmol, 2.04 eq.). was added dropwise over 5 minutes. After 20 minutes an aliquot was washed with water for LCMS and TLC analysis and after 30 minutes water (30 mL) was added and the cold bath removed. The organic layer was extracted with EtOAc (2×30 mL) and the combined organic extracts washed with brine (30 mL), dried over MgSO4... The reactants are C1CCOC1, COC(=O)Cc1ccc(NC(=O)c2nn(C)c3ccccc23)c(Cl)c1, Cl, [Na+], [OH-]. Product: Cn1nc(C(=O)Nc2ccc(CC(=O)O)cc2Cl)c2ccccc21. Reaction SMILES: [CH2:26]1[O:27][CH2:28][CH2:29][CH2:30]1.[Cl:1][c:2]1[cH:3][c:4]([CH2:21][C:22](=[O:23])[O:24][CH3:25])[cH:5][cH:6][c:7]1[NH:8][C:9](=[O:10])[c:11]1[n:12][n:13]([CH3:20])[c:14]2[cH:15][cH:16][cH:17][cH:18][c:19]12.[ClH:33].[Na+:32].[OH-:31]>>[Cl:1][c:2]1[cH:3][c:4]([CH2:21][C:22](=[O:23])[OH:24])[cH:5][cH:6][c:7]1[NH:8][C:9](=[O:10])[c:11]1[n:12][n:13]([CH3:20])[c:14]2[cH:15][cH:16][cH:17][cH:18][c:19]12. Reactants: C[Li] (methyl lithium), N1(CCCCC1)C1=CC2=C(C(C3=C1C=CC=C3)=O)C=CC=C2 (10-(1-piperidyl)-5H-dibenzo[a,d]cyclohepten-5-one), ice. The solvent is CCOCC (ether), O1CCCC1 (tetrahydrofuran), CCOCC (ether). The product is OC1(C2=C(C(=CC3=C1C=CC=C3)N3CCCCC3)C=CC=C2)C (5-hydroxy-5-methyl-10-(1-piperidyl)-5H-dibenzo[a,d]cycloheptene). RXN SMILES: [CH3:1][Li].[N:3]1([C:9]2[C:15]3[CH:16]=[CH:17][CH:18]=[CH:19][C:14]=3[C:13](=[O:20])[C:12]3[CH:21]=[CH:22][CH:23]=[CH:24][C:11]=3[CH:10]=2)[CH2:8][CH2:7][CH2:6][CH2:5][CH2:4]1>CCOCC.O1CCCC1>[OH:20][C:13]1([CH3:1])[C:12]2[CH:21]=[CH:22][CH:23]=[CH:24][C:11]=2[CH:10]=[C:9]([N:3]2[CH2:8][CH2:7][CH2:6][CH2:5][CH2:4]2)[C:15]2[CH:16]=[CH:17][CH:18]=[CH:19][C:14]1=2. Procedure details: A solution of 140 ml. of 1.8 molar methyl lithium in ether and 250 ml. of ether at 5°-10° C. under nitrogen was treated dropwise with a solution of 59 g of 10-(1-piperidyl)-5H-dibenzo[a,d]cyclohepten-5-one in 250 ml of tetrahydrofuran. After a total of 2 hours, the mixture was poured onto ice and allowed to stand until the ice melted. The mixture was extracted well with ether and the extract was dried (Na2SO4), filtered, and concentrated to dryness, the residue being used directly in the next st...